Dataset: the Open Reaction Database (ORD), a public repository of structured organic reaction records. Task: describe an organic reaction: reactants, conditions, products, and yield Reactants: CO, COC(=O)CN1C(=O)N(C(C)C)C(=O)C1(C)c1ccccc1, [Na+], [OH-]. Yields the product CC(C)N1C(=O)N(CC(=O)O)C(C)(c2ccccc2)C1=O. RXN SMILES: [CH3:25][OH:26].[CH:1]([CH3:2])([CH3:3])[N:4]1[C:5](=[O:22])[N:6]([CH2:17][C:18](=[O:19])[O:20][CH3:21])[C:7]([c:10]2[cH:11][cH:12][cH:13][cH:14][cH:15]2)([CH3:16])[C:8]1=[O:9].[Na+:24].[OH-:23]>>[CH:1]([CH3:2])([CH3:3])[N:4]1[C:5](=[O:22])[N:6]([CH2:17][C:18](=[O:19])[OH:20])[C:7]([c:10]2[cH:11][cH:12][cH:13][cH:14][cH:15]2)([CH3:16])[C:8]1=[O:9]. Reactants: C1=2C(=O)OC(NC1=CC=CC2)=O (isatoic anhydride), BrC1=CC=C(N)C=C1 (4-bromo-aniline). Reaction conditions: temperature 130 celsius, time 4 hour. The product is NC1=C(C(=O)NC2=CC=C(C=C2)Br)C=CC=C1 (2-amino-N-(4-bromo-phenyl)-benzamide). As a reaction SMILES: [C:1]12[C:7](=[CH:8][CH:9]=[CH:10][CH:11]=1)[NH:6]C(=O)[O:4][C:2]2=O.[Br:13][C:14]1[CH:20]=[CH:19][C:17]([NH2:18])=[CH:16][CH:15]=1>>[NH2:6][C:7]1[CH:8]=[CH:9][CH:10]=[CH:11][C:1]=1[C:2]([NH:18][C:17]1[CH:19]=[CH:20][C:14]([Br:13])=[CH:15][CH:16]=1)=[O:4]. Procedure details: 1H-Benzo[d][1,3]oxazine-2,4-dione (A) (3.26 g, 20.0 mmol) and 4-bromo-aniline (H) (3.23 g, 18.8 mmol) were mixed together as a neat mixture (both solids), and the reaction mixture was stirred at 130° C. for 4 hours, and then cooled to room temperature. The crude compound was purified by the Simpliflash system (20% ethyl acetate in hexanes as eluent) to give 2-amino-N-(4-bromo-phenyl)-benzamide (J) as white solid. Yield: 4.35 g (75%).